From a dataset of the Open Reaction Database (ORD), a public repository of structured organic reaction records. describe an organic reaction: reactants, conditions, products, and yield The reactants are O.O.O.[F-].C(CCC)[N+](CCCC)(CCCC)CCCC (Tetrabutylammonium fluoride trihydrate), FC1=C(C=CC(=C1)F)[C@@](CN1N=CN=C1)([C@@H](C)N1C=NN=C1)O[Si](C)(C)C ((2R,3R)-2-(2,4-difluorophenyl)-1-(1H-1,2,4-triazol-1-yl)-3-(4H-1,2,4-triazol-4-yl)-2-trimethylsilyloxybutane). Run in O1CCCC1 (tetrahydrofuran). Conditions: time 30 minute. Yields the product FC1=C(C=CC(=C1)F)[C@@](CN1N=CN=C1)([C@@H](C)N1C=NN=C1)O ((2R,3R)-2-(2,4-Difluorophenyl)-1-(1H-1,2,4-triazol-1-yl)-3-(4H-1,2,4-triazol-4-yl)-2-butanol). Yield: 101.3%. As a reaction SMILES: O.O.O.[F-].C([N+](CCCC)(CCCC)CCCC)CCC.[F:22][C:23]1[CH:28]=[C:27]([F:29])[CH:26]=[CH:25][C:24]=1[C@:30]([O:44][Si](C)(C)C)([C@H:37]([N:39]1[CH:43]=[N:42][N:41]=[CH:40]1)[CH3:38])[CH2:31][N:32]1[CH:36]=[N:35][CH:34]=[N:33]1>O1CCCC1>[F:22][C:23]1[CH:28]=[C:27]([F:29])[CH:26]=[CH:25][C:24]=1[C@:30]([OH:44])([C@H:37]([N:39]1[CH:40]=[N:41][N:42]=[CH:43]1)[CH3:38])[CH2:31][N:32]1[CH:36]=[N:35][CH:34]=[N:33]1 |f:0.1.2.3.4|. Procedure: Tetrabutylammonium fluoride trihydrate (663 mg) was added to a solution of (2R,3R)-2-(2,4-difluorophenyl)-1-(1H-1,2,4-triazol-1-yl)-3-(4H-1,2,4-triazol-4-yl)-2-trimethylsilyloxybutane (750 mg) in tetrahydrofuran (50 ml). The mixture was stirred for 30 minutes at room temperature, and concentrated under reduced pressure. The residue was purified by silica gel chromatography (eluent: ethyl acetate/hexane=2:1→ethyl acetate→ethyl acetate/methanol=10:1) to give Compound 20 (620 mg) as a white powder.